Dataset: the Open Reaction Database (ORD), a public repository of structured organic reaction records. Task: describe an organic reaction: reactants, conditions, products, and yield Reactants: CCC(=O)Cl, CN1CCCC1=O, ClCCl, [Li+], CC(C)(C)OC(=O)NC1CCCN(c2c(Cl)cnc3[nH]cc(N)c23)C1, [OH-], O, c1ccncc1. Product: CCC(=O)Nc1c[nH]c2ncc(Cl)c(N3CCCC(NC(=O)OC(C)(C)C)C3)c12. As a reaction SMILES: [C:26]([CH2:27][CH3:28])(=[O:29])[Cl:30].[CH3:33][N:34]1[CH2:35][CH2:36][CH2:37][C:38]1=[O:39].[Cl:40][CH2:41][Cl:42].[Li+:32].[NH2:1][c:2]1[cH:3][nH:4][c:5]2[n:6][cH:7][c:8]([Cl:25])[c:9]([N:11]3[CH2:12][CH:13]([NH:17][C:18]([O:19][C:20]([CH3:21])([CH3:22])[CH3:23])=[O:24])[CH2:14][CH2:15][CH2:16]3)[c:10]12.[OH-:31].[OH2:43].[cH:44]1[cH:45][cH:46][n:47][cH:48][cH:49]1>>[NH:1]([c:2]1[cH:3][nH:4][c:5]2[n:6][cH:7][c:8]([Cl:25])[c:9]([N:11]3[CH2:12][CH:13]([NH:17][C:18]([O:19][C:20]([CH3:21])([CH3:22])[CH3:23])=[O:24])[CH2:14][CH2:15][CH2:16]3)[c:10]12)[C:26]([CH2:27][CH3:28])=[O:29].